This data is from the Open Reaction Database (ORD), a public repository of structured organic reaction records. The task is: describe an organic reaction: reactants, conditions, products, and yield The reactants are C, O=C(OCc1ccccc1)N1CC(F)(F)C12CCCN(c1ncnc3[nH]ccc13)C2, CO, C1CCOC1, [Pd]. Yields the product FC1(F)CNC12CCCN(c1ncnc3[nH]ccc13)C2. RXN SMILES: [C:38].[CH2:1]([O:2][C:3](=[O:4])[N:11]1[CH2:12][C:13]([F:29])([F:30])[C:14]12[CH2:15][N:16]([c:20]1[c:21]3[c:22]([n:23][cH:24][n:25]1)[nH:26][cH:27][cH:28]3)[CH2:17][CH2:18][CH2:19]2)[c:5]1[cH:6][cH:7][cH:8][cH:9][cH:10]1.[CH3:36][OH:37].[O:31]1[CH2:32][CH2:33][CH2:34][CH2:35]1.[Pd:39]>>[NH:11]1[CH2:12][C:13]([F:29])([F:30])[C:14]12[CH2:15][N:16]([c:20]1[c:21]3[c:22]([n:23][cH:24][n:25]1)[nH:26][cH:27][cH:28]3)[CH2:17][CH2:18][CH2:19]2. Reactants: [N+](=O)([O-])OCCNC([C@H](COC1OCCCC1)NC(C)=O)=O ((2S)-N-(2-nitrooxyethyl)-2-acetylamino-3-(tetrahydropyran-2-yl)oxypropanamide). The solvent is Cl.O1CCOCC1 (hydrogen chloride dioxane). Run at time 1 hour. The product is [N+](=O)([O-])OCCNC([C@H](CO)NC(C)=O)=O ((2S)-N-(2-Nitrooxyethyl)-2-acetylamino-3-hydroxypropanamide). Yield: 15.5%. Reaction SMILES: [N+:1]([O:4][CH2:5][CH2:6][NH:7][C:8](=[O:22])[C@@H:9]([NH:18][C:19](=[O:21])[CH3:20])[CH2:10][O:11]C1CCCCO1)([O-:3])=[O:2]>Cl.O1CCOCC1>[N+:1]([O:4][CH2:5][CH2:6][NH:7][C:8](=[O:22])[C@@H:9]([NH:18][C:19](=[O:21])[CH3:20])[CH2:10][OH:11])([O-:3])=[O:2] |f:1.2|. Procedure details: In 5 ml of 4N-hydrogen chloride/dioxane solution was dissolved 0.42 g of (2S)-N-(2-nitrooxyethyl)-2-acetylamino-3-(tetrahydropyran-2-yl)oxypropanamide, and the resulting solution was stirred at room temperature for 1 hour. The solvent was evaporated under reduced pressure, and the residue was neutralized with aqueous sodium hydrogencarbonate. The mixture was extracted with ethyl acetate, and the solvent was evaporated under reduced pressure. The residue was purified by column chromatography thro... Starting materials: C(CCC)C=1N(C(=C(N1)Cl)C(=O)O)CC1=C2C=CN(C2=CC=C1)C1=C(C=CC=C1)C#N (2-butyl-4-chloro-1-[[1-(2-cyanophenyl)-1H-indol-4-yl]methyl]-1H-imidazole-5-carboxylic acid), compound, [I-].[Na+] (sodium iodide), C([O-])([O-])=O.[Cs+].[Cs+] (cesium carbonate). Run in CN(C=O)C (dimethylformamide), C(C)(=O)OCC (ethyl acetate). Yields the product C(CCC)C=1N(C(=C(N1)Cl)C(=O)OC(C(C)C)OC(C(C)(C)C)=O)CC1=C2C=CN(C2=CC=C1)C1=C(C=CC=C1)C#N (2-Butyl-4-chloro-1-[[1-(2-cyanophenyl)-1H-indol-4-yl]methyl]-1H-imidazole-5-carboxylic acid, 2-methyl-1-(2,2-dimethyl-1-oxopropoxy)propyl ester). RXN SMILES: [CH2:1]([C:5]1[N:6]([CH2:14][C:15]2[CH:23]=[CH:22][CH:21]=[C:20]3[C:16]=2[CH:17]=[CH:18][N:19]3[C:24]2[CH:29]=[CH:28][CH:27]=[CH:26][C:25]=2[C:30]#[N:31])[C:7]([C:11]([OH:13])=[O:12])=[C:8]([Cl:10])[N:9]=1)[CH2:2][CH2:3][CH3:4].[I-].[Na+].[C:34](=[O:37])([O-])[O-:35].[Cs+].[Cs+]>CN(C)C=O.C(OCC)(=O)C>[CH2:1]([C:5]1[N:6]([CH2:14][C:15]2[CH:23]=[CH:22][CH:21]=[C:20]3[C:16]=2[CH:17]=[CH:18][N:19]3[C:24]2[CH:29]=[CH:28][CH:27]=[CH:26][C:25]=2[C:30]#[N:31])[C:7]([C:11]([O:13][CH:14]([O:35][C:34](=[O:37])[C:25]([CH3:30])([CH3:26])[CH3:24])[CH:15]([CH3:23])[CH3:16])=[O:12])=[C:8]([Cl:10])[N:9]=1)[CH2:2][CH2:3][CH3:4] |f:1.2,3.4.5|. Reported procedure: A mixture containing 2-butyl-4-chloro-1-[[1-(2-cyanophenyl)-1H-indol-4-yl]methyl]-1H-imidazole-5-carboxylic acid (550 mg, 1.27 mmol, prepared as described in part C of Example 9), the title A compound (979 mg, 5.08 mmol), sodium iodide (381 mg, 2.54 mmol) and cesium carbonate (1.86 g, 5.72 mmol) in 2.5 mL of dimethylformamide was heated at 60° C. for 7 hours in a stoppered flask. Upon cooling the reaction mixture was diluted with 110 mL of ethyl acetate and filtered. The organic extract was rins... Product: NCC1=C(C(=O)N)C=CC=C1 (aminomethylbenzamide). Reported procedure: Weighed into a 50 ml round-bottomed flask were 25 mg (50 μmol) of N-(4-((2-amino-9H-purin-6-yloxy)methyl)benzyl)-4-((2,2,2-trifluoroacetamido)methyl)benzamide. 10 ml of methanol, 2 ml of an aqueous solution saturated with Na2CO3 and 4 ml of water were added. It was left stirring overnight at ambient temperature. The deprotection was monitored by HPLC on a Merck Lichrospher RP °18, 5 μm, 125×4.6 column with a gradient of acetonitrile in water containing 0.2% of trifluoroacetic acid. As a reaction SMILES: NC1N=C2C(N=CN2)=C(OCC2C=CC(C[NH:18][C:19](=[O:34])[C:20]3[CH:25]=[CH:24][C:23](CNC(=O)C(F)(F)F)=[CH:22][CH:21]=3)=CC=2)N=1.CO.C([O-])([O-])=O.[Na+].[Na+].FC(F)(F)C(O)=O.[C:52](#[N:54])C>O>[NH2:54][CH2:52][C:25]1[CH:24]=[CH:23][CH:22]=[CH:21][C:20]=1[C:19]([NH2:18])=[O:34] |f:2.3.4|. The solvent is O (water), O (water). Reactants: NC1=NC(=C2N=CNC2=N1)OCC1=CC=C(CNC(C2=CC=C(C=C2)CNC(C(F)(F)F)=O)=O)C=C1 (N-(4-((2-amino-9H-purin-6-yloxy)methyl)benzyl)-4-((2,2,2-trifluoroacetamido)methyl)benzamide), FC(C(=O)O)(F)F (trifluoroacetic acid), CO (methanol), aqueous solution, C(=O)([O-])[O-].[Na+].[Na+] (Na2CO3), C(C)#N (acetonitrile). Run at time 8 hour.